Dataset: the Open Reaction Database (ORD), a public repository of structured organic reaction records. Task: describe an organic reaction: reactants, conditions, products, and yield The reactants are C1COCCO1, CC(=O)O, COC(=O)COc1ccc(CC2SC(=O)N(C(c3ccccc3)(c3ccccc3)c3ccccc3)C2=O)cc1, O. Product: COC(=O)COc1ccc(CC2SC(=O)NC2=O)cc1. Reaction SMILES: [CH2:45]1[O:46][CH2:47][CH2:48][O:49][CH2:50]1.[CH3:1][C:2](=[O:3])[OH:4].[CH3:6][O:7][C:8](=[O:9])[CH2:10][O:11][c:12]1[cH:13][cH:14][c:15]([CH2:16][CH:17]2[C:18](=[O:42])[N:19]([C:23]([c:24]3[cH:25][cH:26][cH:27][cH:28][cH:29]3)([c:30]3[cH:31][cH:32][cH:33][cH:34][cH:35]3)[c:36]3[cH:37][cH:38][cH:39][cH:40][cH:41]3)[C:20](=[O:22])[S:21]2)[cH:43][cH:44]1.[OH2:5]>>[CH3:6][O:7][C:8](=[O:9])[CH2:10][O:11][c:12]1[cH:13][cH:14][c:15]([CH2:16][CH:17]2[C:18](=[O:42])[NH:19][C:20](=[O:22])[S:21]2)[cH:43][cH:44]1. Reactants: CC1N(C2C(CC1(C(C2)C)C)C(=O)OCC)CC2=CC=CC=C2 (ethyl 3,4,8-trimethyl-2-(phenylmethyl)-2-azabicyclo[2.2.2]octane-6-carboxylate), ClC(=O)OCC (ethyl chloroformate), C(C)(C)NC(C)C (diisopropylamine). Reagents/catalysts: [Li]CCCC (n-BuLi). The solvent is C1CCOC1 (THF), C1CCOC1 (THF), C1CCOC1 (THF). Conditions: temperature -78 celsius, time 30 minute. Product: CC1N(C2C(CC1(C(C2)C)C)(C(=O)OCC)C(=O)OCC)CC2=CC=CC=C2 (diethyl 3,4,8-trimethyl-2-(phenylmethyl)-2-azabicyclo-[2.2.2] octane-6,6-dicarboxylate). Isolated yield 97.5%. RXN SMILES: C(NC(C)C)(C)C.[CH3:8][CH:9]1[C:14]2([CH3:18])[CH:15]([CH3:17])[CH2:16][CH:11]([CH:12]([C:19]([O:21][CH2:22][CH3:23])=[O:20])[CH2:13]2)[N:10]1[CH2:24][C:25]1[CH:30]=[CH:29][CH:28]=[CH:27][CH:26]=1.Cl[C:32]([O:34][CH2:35][CH3:36])=[O:33]>C1COCC1.[Li]CCCC>[CH3:8][CH:9]1[C:14]2([CH3:18])[CH:15]([CH3:17])[CH2:16][CH:11]([C:12]([C:32]([O:34][CH2:35][CH3:36])=[O:33])([C:19]([O:21][CH2:22][CH3:23])=[O:20])[CH2:13]2)[N:10]1[CH2:24][C:25]1[CH:26]=[CH:27][CH:28]=[CH:29][CH:30]=1. Reported procedure: To a solution of diisopropylamine (13.2 mL, 94 mmol) in THF (175 mL) at -60° C. under nitrogen was added n-BuLi (36.2 mL, 4 mmol, 2.6M hexane). The mixture was stirred for 30 minutes, cooled to -78° C. and ethyl 3,4,8-trimethyl-2-(phenylmethyl)-2-azabicyclo[2.2.2]octane-6-carboxylate (26.8 g, 85 mmol) in THF (225 mL) was added. The mixture was stirred for 3 hours, then ethyl chloroformate (8.96 mL, 94 mmol) in THF (20 mL) was added dropwise. The mixture was stirred for 24 hours, quenched with sa... Starting materials: CC(C)(C)OC(=O)Cn1cc(CC(NC(=O)OCc2ccccc2)C(=O)O)c2ccccc21, CO. Product: CC(C)(C)OC(=O)Cn1cc(CC(N)C(=O)O)c2ccccc21. As a reaction SMILES: [C:1]([CH3:2])([CH3:3])([CH3:4])[O:5][C:6](=[O:7])[CH2:8][n:9]1[cH:10][c:11]([CH2:12][CH:13]([NH:14][C:15]([O:16][CH2:17][c:18]2[cH:19][cH:20][cH:21][cH:22][cH:23]2)=[O:24])[C:25](=[O:26])[OH:27])[c:28]2[cH:29][cH:30][cH:31][cH:32][c:33]12.[CH3:34][OH:35]>>[C:1]([CH3:2])([CH3:3])([CH3:4])[O:5][C:6](=[O:7])[CH2:8][n:9]1[cH:10][c:11]([CH2:12][CH:13]([NH2:14])[C:25](=[O:26])[OH:27])[c:28]2[cH:29][cH:30][cH:31][cH:32][c:33]12. Starting materials: CN(CC(COC1=C(C=CC=C1)CCCCC1=C(C=CC=C1)OC)O)C (3-dimethylamino-1-{2-[4-(2-methoxyphenyl)butyl]phenoxy}-2-propanol), solution, Cl (hydrogen chloride). Run in C(C)(=O)OCC (ethyl acetate), O1CCOCC1 (dioxane). Product: Cl.CN(CC(COC1=C(C=CC=C1)CCCCC1=C(C=CC=C1)OC)O)C (3-Dimethylamino-1-{2-[4-(2-methoxyphenyl)butyl]phenoxy}-2-propanol hydrochloride). Reaction SMILES: [CH3:1][N:2]([CH3:26])[CH2:3][CH:4]([OH:25])[CH2:5][O:6][C:7]1[CH:12]=[CH:11][CH:10]=[CH:9][C:8]=1[CH2:13][CH2:14][CH2:15][CH2:16][C:17]1[CH:22]=[CH:21][CH:20]=[CH:19][C:18]=1[O:23][CH3:24].[ClH:27]>C(OCC)(=O)C.O1CCOCC1>[ClH:27].[CH3:26][N:2]([CH3:1])[CH2:3][CH:4]([OH:25])[CH2:5][O:6][C:7]1[CH:12]=[CH:11][CH:10]=[CH:9][C:8]=1[CH2:13][CH2:14][CH2:15][CH2:16][C:17]1[CH:22]=[CH:21][CH:20]=[CH:19][C:18]=1[O:23][CH3:24] |f:4.5|. Procedure: Following a procedure similar to that described in Example 1(c), a solution of 250 mg of 3-dimethylamino-1-{2-[4-(2-methoxyphenyl)butyl]phenoxy}-2-propanol [prepared as described in step (b) above] in 5 ml of ethyl acetate was treated with 0.35 ml of a 4N solution of hydrogen chloride in dioxane. The solvent was then removed by distillation under reduced pressure, and the residue was dried in vacuo, to give 275 mg (a quantitative yield) of the title compound as a colorless oil.